Dataset: the Open Reaction Database (ORD), a public repository of structured organic reaction records. Task: describe an organic reaction: reactants, conditions, products, and yield Reactants: CC(=O)OC(C)=O, O=CO, ClCCl, NCc1csc2cncn12, [Na+], O=C([O-])O. The product is O=CNCc1csc2cncn12. RXN SMILES: [CH3:14][C:15]([O:16][C:17](=[O:18])[CH3:19])=[O:20].[CH:11](=[O:12])[OH:13].[Cl:26][CH2:27][Cl:28].[NH2:1][CH2:2][c:3]1[n:4]2[c:5]([s:6][cH:7]1)[cH:8][n:9][cH:10]2.[Na+:21].[OH:22][C:23](=[O:24])[O-:25]>>[NH:1]([CH2:2][c:3]1[n:4]2[c:5]([s:6][cH:7]1)[cH:8][n:9][cH:10]2)[CH:11]=[O:12]. The reactants are [N-]=[N+]=[N-].[Na+] (NaN3), COC(=O)C1(C(CC2=CC=CC=C12)=O)CCCBr (1-(3-bromo-propyl)-2-oxo-indan-1-carboxylic acid methyl ester), C(C)(C)(C)OC (tBuOMe), C(C)(=O)OCC (ethyl acetate). Solvent: CN(C=O)C (dimethylformamide). Reaction conditions: time 4 hour. Product: COC(=O)C12C(NCCC1)CC=1C=CC=CC12 (1,2,3,4,9,9a-Hexahydro-indeno[2,1-b]pyridine-4-a-carboxylic acid methyl ester). RXN SMILES: [N-:1]=[N+]=[N-].[Na+].[CH3:5][O:6][C:7]([C:9]1([CH2:19][CH2:20][CH2:21]Br)[C:17]2[C:12](=[CH:13][CH:14]=[CH:15][CH:16]=2)[CH2:11][C:10]1=O)=[O:8].C(OC)(C)(C)C.C(OCC)(=O)C>CN(C)C=O>[CH3:5][O:6][C:7]([C:9]12[C:17]3[CH:16]=[CH:15][CH:14]=[CH:13][C:12]=3[CH2:11][CH:10]1[NH:1][CH2:21][CH2:20][CH2:19]2)=[O:8] |f:0.1|. Procedure: NaN3 (0.44 g) is added to a solution of 1-(3-bromo-propyl)-2-oxo-indan-1-carboxylic acid methyl ester (2.06 g) in dimethylformamide (10 mL) at room temperature. The solution is stirred at room temperature for 4 h and then tBuOMe and ethyl acetate are added. The resulting mixture is washed with water and brine and dried (MgSO4). Most of the organic solvent is evaporated and tetrahydrofuran (10 mL), acetic acid (0.5 mL), and finally 10% Pd/C (150 mg) are added to the residue. The resulting mixture... RXN SMILES: [Cl:1][C:2]1[CH:7]=[CH:6][C:5]([C:8]2[C:28](=[O:29])[N:27]([CH3:30])[C:11]3[N:12]([CH3:26])[C:13]4[C:18]([C:10]=3[CH:9]=2)=[CH:17][C:16]([C:19](=O)[CH:20]=[CH:21][N:22](C)C)=[CH:15][CH:14]=4)=[C:4]([F:31])[CH:3]=1.O.[NH2:33]N>>[Cl:1][C:2]1[CH:7]=[CH:6][C:5]([C:8]2[C:28](=[O:29])[N:27]([CH3:30])[C:11]3[N:12]([CH3:26])[C:13]4[C:18]([C:10]=3[CH:9]=2)=[CH:17][C:16]([C:19]2[NH:33][N:22]=[CH:21][CH:20]=2)=[CH:15][CH:14]=4)=[C:4]([F:31])[CH:3]=1 |f:1.2|. Reactants: ClC1=CC(=C(C=C1)C1=CC2=C(N(C3=CC=C(C=C23)C(C=CN(C)C)=O)C)N(C1=O)C)F (C3-(4-chloro-2-fluorophenyl)-6-(3-dimethylaminoacryloyl)-1,9-dimethyl-1,9-dihydropyrido-[2,3-b]indol-2-one), O.NN (hydrazine monohydrate). Procedure details: The process is carried out as indicated in Example 36 above, with compound C3-(4-chloro-2-fluorophenyl)-6-(3-dimethylaminoacryloyl)-1,9-dimethyl-1,9-dihydropyrido-[2,3-b]indol-2-one and hydrazine monohydrate. The product is ClC1=CC(=C(C=C1)C1=CC2=C(N(C3=CC=C(C=C23)C=2NN=CC2)C)N(C1=O)C)F (3-(4-Chloro-2-fluorophenyl)-1,9-dimethyl-6-(2H-pyrazol-3-yl)-1,9-dihydro-pyrido[2,3-b]indol-2-one). Reactants: C=CCOc1ccccc1OCC(O)CNC1CCC(N2CCNC2=O)CC1, C=O, O=CO, CC(C)O, Cl. Product: C=CCOc1ccccc1OCC(O)CN(C)C1CCC(N2CCNC2=O)CC1. Reaction SMILES: [CH2:1]([CH:2]=[CH2:3])[O:4][c:5]1[c:6]([O:7][CH2:8][CH:9]([CH2:10][NH:11][CH:12]2[CH2:13][CH2:14][CH:15]([N:18]3[C:19](=[O:23])[NH:20][CH2:21][CH2:22]3)[CH2:16][CH2:17]2)[OH:24])[cH:25][cH:26][cH:27][cH:28]1.[CH2:29]=[O:30].[CH:31]([OH:32])=[O:33].[CH:35]([OH:36])([CH3:37])[CH3:38].[ClH:34]>>[CH2:1]([CH:2]=[CH2:3])[O:4][c:5]1[c:6]([O:7][CH2:8][CH:9]([CH2:10][N:11]([CH:12]2[CH2:13][CH2:14][CH:15]([N:18]3[C:19](=[O:23])[NH:20][CH2:21][CH2:22]3)[CH2:16][CH2:17]2)[CH3:31])[OH:24])[cH:25][cH:26][cH:27][cH:28]1.